Dataset: the Open Reaction Database (ORD), a public repository of structured organic reaction records. Task: describe an organic reaction: reactants, conditions, products, and yield Starting materials: NC1=C(C=O)C=CC(=C1)OC (2-amino-4-methoxybenzaldehyde), BrN1C(CCC1=O)=O (N-bromosuccinimide), S(=O)(=O)([O-])[O-].[Na+].[Na+] (sodium sulfate). Solvent: ClCCl (dichloromethane), O (water), ClCCl (dichloromethane). Yields the product NC1=C(C=O)C=C(C(=C1)OC)Br (2-amino-5-bromo-4-methoxybenzaldehyde). The yield is 54.7%. Reaction SMILES: [NH2:1][C:2]1[CH:9]=[C:8]([O:10][CH3:11])[CH:7]=[CH:6][C:3]=1[CH:4]=[O:5].[Br:12]N1C(=O)CCC1=O.S([O-])([O-])(=O)=O.[Na+].[Na+]>ClCCl.O>[NH2:1][C:2]1[CH:9]=[C:8]([O:10][CH3:11])[C:7]([Br:12])=[CH:6][C:3]=1[CH:4]=[O:5] |f:2.3.4|. Procedure details: To a stirred solution of 2-amino-4-methoxybenzaldehyde (6 g, 39.7 mmol) in dichloromethane (100 mL) was added N-bromosuccinimide (7 g, 39.7 mmol). The reaction mixture was diluted with dichloromethane and water. The separated organic layer was dried sodium sulfate, filtered and concentrated to give the title compound (5 g, 56%) as a yellow solid. MS (ES+) C8H8BrNO2 requires: 229, 231, found: 230, 232 [M+H]+. The reactants are ClC=1C=CC(=C(C#N)C1)N1CC2=C(N=CN=C2Cl)CC1 (5-chloro-2-(4-chloro-7,8-dihydropyrido[4,3-d]pyrimidin-6(5H)-yl)benzonitrile), N=1C=CN2C1C=C(C=C2)CN (imidazo[1,2-a]pyridin-7-ylmethanamine), C(C)(C)N(C(C)C)CC (N,N-diisopropylethylamine). Run in C(C)#N (acetonitrile). The product is ClC=1C=CC(=C(C#N)C1)N1CC2=C(N=CN=C2NCC2=CC=3N(C=C2)C=CN3)CC1 (5-Chloro-2-{4-[(imidazo[1,2-a]pyridin-7-ylmethyl)-amino]-7,8-dihydro-5H-pyrido[4,3-d]pyrimidin-6-yl}-benzonitrile). As a reaction SMILES: [Cl:1][C:2]1[CH:3]=[CH:4][C:5]([N:10]2[CH2:20][CH2:19][C:13]3[N:14]=[CH:15][N:16]=[C:17](Cl)[C:12]=3[CH2:11]2)=[C:6]([CH:9]=1)[C:7]#[N:8].[N:21]1[CH:22]=[CH:23][N:24]2[CH:29]=[CH:28][C:27]([CH2:30][NH2:31])=[CH:26][C:25]=12.C(N(CC)C(C)C)(C)C>C(#N)C>[Cl:1][C:2]1[CH:3]=[CH:4][C:5]([N:10]2[CH2:20][CH2:19][C:13]3[N:14]=[CH:15][N:16]=[C:17]([NH:31][CH2:30][C:27]4[CH:28]=[CH:29][N:24]5[CH:23]=[CH:22][N:21]=[C:25]5[CH:26]=4)[C:12]=3[CH2:11]2)=[C:6]([CH:9]=1)[C:7]#[N:8]. Procedure details: A reaction mixture of 5-chloro-2-(4-chloro-7,8-dihydropyrido[4,3-d]pyrimidin-6(5H)-yl)benzonitrile (250 mg, 0.82 mmol) and imidazo[1,2-a]pyridin-7-ylmethanamine (270 mg, 1.83 mmol) in acetonitrile (10 mL) and N,N-diisopropylethylamine (1.0 mL, 5.7 mmol) was subjected to microwave irradiation at 185° C. for 4 h. The reaction mixture was concentrated and purified by semi-preparative HPLC (100×20.2 mm, C18 column; 40-60% CH3CN-water [10 mM Et2NH]) to yield a light yellow solid. Starting materials: [H-].[Na+] (Sodium hydride), COC1=C(C=CC(=N1)/C=C/C1=NN2C(C(CCC2)C2=C(C=CC=C2)C(F)(F)F)=N1)N1C=NC(=C1)C (2-{(E)-2-[6-methoxy-5-(4-methyl-1H-imidazol-1-yl)pyridin-2-yl]vinyl}-8-(2-Trifluoromethylphenyl)-5,6,7,8-tetrahydro-[1,2,4]triazolo[1,5-a]pyridine), O=O (oxygen). Run in CN(C)C=O (DMF). Reaction conditions: time 10 minute. Yields the product COC1=C(C=CC(=N1)/C=C/C1=NN2C(C(CCC2)(O)C2=C(C=CC=C2)C(F)(F)F)=N1)N1C=NC(=C1)C (2-{(E)-2-[6-methoxy-5-(4-methyl-1H-imidazol-1-yl)pyridin-2-yl]vinyl}-8-(2-trifluoromethylphenyl)-5,6,7,8-tetrahydro-[1,2,4]triazolo[1,5-a]pyridin-8-ol). RXN SMILES: [CH3:1][O:2][C:3]1[N:8]=[C:7](/[CH:9]=[CH:10]/[C:11]2[N:29]=[C:14]3[CH:15]([C:19]4[CH:24]=[CH:23][CH:22]=[CH:21][C:20]=4[C:25]([F:28])([F:27])[F:26])[CH2:16][CH2:17][CH2:18][N:13]3[N:12]=2)[CH:6]=[CH:5][C:4]=1[N:30]1[CH:34]=[C:33]([CH3:35])[N:32]=[CH:31]1.[H-].[Na+].[O:38]=O>CN(C=O)C>[CH3:1][O:2][C:3]1[N:8]=[C:7](/[CH:9]=[CH:10]/[C:11]2[N:29]=[C:14]3[C:15]([C:19]4[CH:24]=[CH:23][CH:22]=[CH:21][C:20]=4[C:25]([F:28])([F:27])[F:26])([OH:38])[CH2:16][CH2:17][CH2:18][N:13]3[N:12]=2)[CH:6]=[CH:5][C:4]=1[N:30]1[CH:34]=[C:33]([CH3:35])[N:32]=[CH:31]1 |f:1.2|. Procedure: 2-{(E)-2-[6-methoxy-5-(4-methyl-1H-imidazol-1-yl)pyridin-2-yl]vinyl}-8-(2-Trifluoromethylphenyl)-5,6,7,8-tetrahydro-[1,2,4]triazolo[1,5-a]pyridine (50 mg) was dissolved in DMF (3 mL). Sodium hydride (containing 40% of mineral oil, 8.3 mg) was added and the reaction solution was stirred at room temperature for 10 minutes. The reaction solution was internally replaced with oxygen. The reaction solution was bubbled with oxygen and stirred for two hours. A sodium thiosulfate solution was added to th... Reactants: S(=O)(Cl)Cl (thionyl chloride), OCC1=C(C=CC=C1)C(C(=O)NC)OC (2-hydroxymethyl-α-methoxy-N-methyl-phenylacetamide), C(C1=CC=CC=C1)=NO (Benzaldehyde oxime), C([O-])([O-])=O.[K+].[K+] (potassium carbonate), crude product. The reagents and catalysts are CN(C=O)C (N,N-dimethylformamide). Run in O (water), O (Water), O1CCCC1 (tetrahydrofuran), CN(C=O)C (N,N-dimethylformamide). Reaction conditions: time 2 hour. The product is desired compound, C(/C1=CC=CC=C1)=N\OCC1=C(C=CC=C1)C(C(=O)NC)OC ((E)-2-benzylideneaminooxymethyl-α-methoxy-N-methylphenylacetamide). Isolated yield 51.2%. As a reaction SMILES: [OH:1][CH2:2][C:3]1[CH:8]=[CH:7][CH:6]=[CH:5][C:4]=1[CH:9]([O:14][CH3:15])[C:10]([NH:12][CH3:13])=[O:11].S(Cl)(Cl)=O.[CH:20](=[N:27]O)[C:21]1[CH:26]=[CH:25][CH:24]=[CH:23][CH:22]=1.C(=O)([O-])[O-].[K+].[K+]>O1CCCC1.CN(C)C=O.O>[CH:20](=[N:27]/[O:1][CH2:2][C:3]1[CH:8]=[CH:7][CH:6]=[CH:5][C:4]=1[CH:9]([O:14][CH3:15])[C:10]([NH:12][CH3:13])=[O:11])\[C:21]1[CH:26]=[CH:25][CH:24]=[CH:23][CH:22]=1 |f:3.4.5|. Procedure: A solution of 2-hydroxymethyl-α-methoxy-N-methyl-phenylacetamide (0.42 g, 2.0 mmol) in tetrahydrofuran (4 ml) was stirred at 0° C., and thionyl chloride (0.17 ml, 2.4 mmol) and one drop of N,N-dimethylformamide were added. The mixture was stirred at room temperature for 2 hours, and water was added. The resulting mixture was extracted with ether, washed with saturated brine and dried over anhydrous magnesium sulfate. Evaporation of the solvent gave a crude product (0.38 g) as an oil. Benzaldehyd...